Dataset: the Open Reaction Database (ORD), a public repository of structured organic reaction records. Task: describe an organic reaction: reactants, conditions, products, and yield Starting materials: NCc1cccnc1, O=C(O)c1cccc(-c2nc(N3CCOCC3)nc3c2CCN3c2ccncc2)c1, On1nnc2ccccc21. The product is O=C(NCc1cccnc1)c1cccc(-c2nc(N3CCOCC3)nc3c2CCN3c2ccncc2)c1. Reaction SMILES: [NH2:41][CH2:42][c:43]1[cH:44][n:45][cH:46][cH:47][cH:48]1.[O:1]1[CH2:2][CH2:3][N:4]([c:7]2[n:8][c:9](-[c:22]3[cH:23][c:24]([C:25](=[O:26])[OH:27])[cH:28][cH:29][cH:30]3)[c:10]3[c:11]([n:12]2)[N:13]([c:16]2[cH:17][cH:18][n:19][cH:20][cH:21]2)[CH2:14][CH2:15]3)[CH2:5][CH2:6]1.[OH:31][n:32]1[c:33]2[c:34]([cH:35][cH:36][cH:37][cH:38]2)[n:39][n:40]1>>[O:1]1[CH2:2][CH2:3][N:4]([c:7]2[n:8][c:9](-[c:22]3[cH:23][c:24]([C:25](=[O:27])[NH:41][CH2:42][c:43]4[cH:44][n:45][cH:46][cH:47][cH:48]4)[cH:28][cH:29][cH:30]3)[c:10]3[c:11]([n:12]2)[N:13]([c:16]2[cH:17][cH:18][n:19][cH:20][cH:21]2)[CH2:14][CH2:15]3)[CH2:5][CH2:6]1. Product: N#CNC(=NCCc1ccccc1Cl)c1cccnc1. RXN SMILES: [C:1](#[N:2])[N:3]=[C:4]([O:5][CH:6]([CH3:7])[CH3:8])[c:9]1[cH:10][n:11][cH:12][cH:13][cH:14]1.[CH3:25][CH2:26][CH2:27][CH2:28][CH2:29][CH3:30].[CH3:31][OH:32].[CH3:33][OH:34].[Cl:15][c:16]1[c:17]([CH2:22][CH2:23][NH2:24])[cH:18][cH:19][cH:20][cH:21]1>>[C:1](#[N:2])[NH:3][C:4]([c:9]1[cH:10][n:11][cH:12][cH:13][cH:14]1)=[N:24][CH2:23][CH2:22][c:17]1[c:16]([Cl:15])[cH:21][cH:20][cH:19][cH:18]1. The reactants are CC(C)OC(=NC#N)c1cccnc1, CCCCCC, CO, CO, NCCc1ccccc1Cl. Reactants: N1=CN=CC(=C1)C(=O)O (pyrimidine-5-carboxylic acid), C(C(=O)Cl)(=O)Cl (oxalyl chloride), ClC1=CC=C(C=C1)N(C(=O)[C@H]1C[C@@H](N(C2=CC=CC=C12)C(=O)C=1C=NC=NC1)C)CC ((±)-trans-2-Methyl-1-(pyrimidine-5-carbonyl)-1,2,3,4-tetrahydro-quinoline-4-carboxylic acid (4-chloro-phenyl)-ethyl-amide), FC(C1=CC=C(C(=O)Cl)C=C1)(F)F (4-trifluoromethyl-benzoyl chloride). Solvent: C(Cl)Cl (methylene chloride), CN(C=O)C (dimethylformamide). The product is N1=CN=CC(=C1)C(=O)Cl (Pyrimidine-5-carbonyl chloride), ClC1=CC=C(C=C1)CCNC(=O)C1CC(N(C2=CC=CC=C12)C(=O)C=1C=NC=NC1)C (2-methyl-1-(pyrimidine-5-carbonyl)-1,2,3,4-tetrahydro-quinoline-4-carboxylic acid (4-chloro-phenyl)ethyl-amide). RXN SMILES: ClC1C=CC([N:8]([CH2:30][CH3:31])[C:9]([C@@H:11]2[C:20]3[C:15](=[CH:16][CH:17]=[CH:18][CH:19]=3)[N:14]([C:21]([C:23]3[CH:24]=[N:25][CH:26]=[N:27][CH:28]=3)=[O:22])[C@@H:13]([CH3:29])[CH2:12]2)=[O:10])=CC=1.FC(F)(F)[C:34]1[CH:42]=[CH:41][C:37](C([Cl:40])=O)=[CH:36][CH:35]=1.N1C=C(C(O)=O)C=NC=1.C(Cl)(=O)C([Cl:57])=O>C(Cl)Cl.CN(C)C=O>[N:25]1[CH:24]=[C:23]([C:21]([Cl:40])=[O:22])[CH:28]=[N:27][CH:26]=1.[Cl:57][C:34]1[CH:42]=[CH:41][C:37]([CH2:31][CH2:30][NH:8][C:9]([CH:11]2[C:20]3[C:15](=[CH:16][CH:17]=[CH:18][CH:19]=3)[N:14]([C:21]([C:23]3[CH:24]=[N:25][CH:26]=[N:27][CH:28]=3)=[O:22])[CH:13]([CH3:29])[CH2:12]2)=[O:10])=[CH:36][CH:35]=1. Procedure details: (±)-trans-2-Methyl-1-(pyrimidine-5-carbonyl)-1,2,3,4-tetrahydro-quinoline-4-carboxylic acid (4-chloro-phenyl)-ethyl-amide was made following general procedure A, substituting pyrimidine-5-carbonyl chloride for 4-trifluoromethyl-benzoyl chloride. Pyrimidine-5-carbonyl chloride was prepared by reaction of pyrimidine-5-carboxylic acid with oxalyl chloride and dimethylformamide in methylene chloride. The crude 2-methyl-1-(pyrimidine-5-carbonyl)-1,2,3,4-tetrahydro-quinoline-4-carboxylic acid (4-chlor... The reactants are IC=1SC=CC1 (2-iodothiophene), C1(=CC=CC=C1)P(C1=CC=CC=C1)C1=CC=CC=C1 (triphenylphosphine), C(C#C)O (propargyl alcohol), C(C)(C)N(CC)C(C)C (diisopropylethylamine). The reagents and catalysts are [Cu]I (copper(I) iodide), C1=CC=C(C=C1)/C=C/C(=O)/C=C/C2=CC=CC=C2.C1=CC=C(C=C1)/C=C/C(=O)/C=C/C2=CC=CC=C2.C1=CC=C(C=C1)/C=C/C(=O)/C=C/C2=CC=CC=C2.C(Cl)(Cl)Cl.[Pd].[Pd] (tris(dibenzylideneacetone)dipalladium(0) chloroform adduct). Run in O1CCCC1 (tetrahydrofuran), O (water). Conditions: time 20 hour. The product is S1C(=CC=C1)C#CCO (3-(2-thienyl)-2-propyne-1-ol). Reaction SMILES: I[C:2]1[S:3][CH:4]=[CH:5][CH:6]=1.C1(P(C2C=CC=CC=2)C2C=CC=CC=2)C=CC=CC=1.[CH2:26]([OH:29])[C:27]#[CH:28].C(N(C(C)C)CC)(C)C>[Cu]I.C1C=CC(/C=C/C(/C=C/C2C=CC=CC=2)=O)=CC=1.C1C=CC(/C=C/C(/C=C/C2C=CC=CC=2)=O)=CC=1.C1C=CC(/C=C/C(/C=C/C2C=CC=CC=2)=O)=CC=1.C(Cl)(Cl)Cl.[Pd].[Pd].O.O1CCCC1>[S:3]1[CH:4]=[CH:5][CH:6]=[C:2]1[C:28]#[C:27][CH2:26][OH:29] |f:5.6.7.8.9.10|. Procedure: A mixture of 2-iodothiophene(5.00 g), copper(I) iodide (91 mg), triphenylphosphine (315 mg), tris(dibenzylideneacetone)dipalladium(0) chloroform adduct (497 mg), propargyl alcohol (1.54 ml), diisopropylethylamine (16.6 ml) and tetrahydrofuran (50 ml) was stirred at room temperature for 20 hr. The reaction mixture was added to water, and the mixture was extracted with ethyl acetate, washed with saturated brine, and dried over anhydrous magnesium sulfate. The solvent was evaporated under reduced p... Starting materials: ClC/C=C/COC1=C2C=CC(NC2=C(C=C1)C)=O (5-[(E-4-Chloro-2-butenyl)oxy]-8-methylcarbostyril), C(C)(=O)[O-].[Na+] (sodium acetate), O (Water). Solvent: CN(C=O)C (dimethylformamide). Reaction conditions: temperature 120 celsius, time 6 hour. Product: C(C)(=O)OC/C=C/COC1=C2C=CC(NC2=C(C=C1)C)=O (5-[(E-4-acetoxy-2butenyl)oxy]-8-methylcarbostyril). The yield is 67.1%. As a reaction SMILES: Cl[CH2:2]/[CH:3]=[CH:4]/[CH2:5][O:6][C:7]1[CH:16]=[CH:15][C:14]([CH3:17])=[C:13]2[C:8]=1[CH:9]=[CH:10][C:11](=[O:18])[NH:12]2.[C:19]([O-:22])(=[O:21])[CH3:20].[Na+].O>CN(C)C=O>[C:19]([O:22][CH2:2]/[CH:3]=[CH:4]/[CH2:5][O:6][C:7]1[CH:16]=[CH:15][C:14]([CH3:17])=[C:13]2[C:8]=1[CH:9]=[CH:10][C:11](=[O:18])[NH:12]2)(=[O:21])[CH3:20] |f:1.2|. Procedure details: 5-[(E-4-Chloro-2-butenyl)oxy]-8-methylcarbostyril (16.15 g) was dissolved in dimethylformamide (200 ml), to which sodium acetate (35.0 g) was added and stirred at 120° C. for 6 hours. After the reaction was completed, the reaction mixture was condensed under reduced pressure. Water was added to the condensate and extracted with chloroform. The chloroform phase was dried, and the solvent was removed. The residue was recrystallized from a solvent mixture of chloroform-ether to obtain 11.80 g of 5-... The product is O=C(CC)C1C(CCC12CCN(CC2)C(=O)OC(C)(C)C)=O (tert-Butyl 1-(1-oxoprop-1-yl)-2-oxo-8-azaspiro[4.5]decane-8-carboxylate). Solvent: CC(=O)C (acetone). Reaction SMILES: [OH:1][CH:2]([CH:5]1[C:9]2([CH2:14][CH2:13][N:12]([C:15]([O:17][C:18]([CH3:21])([CH3:20])[CH3:19])=[O:16])[CH2:11][CH2:10]2)[CH2:8][CH2:7][CH:6]1[OH:22])[CH2:3][CH3:4].CC(C)=O.OS(O)(=O)=O.O=[Cr](=O)=O>CC(C)=O>[O:1]=[C:2]([CH:5]1[C:9]2([CH2:14][CH2:13][N:12]([C:15]([O:17][C:18]([CH3:21])([CH3:20])[CH3:19])=[O:16])[CH2:11][CH2:10]2)[CH2:8][CH2:7][C:6]1=[O:22])[CH2:3][CH3:4] |f:1.2.3|. The reactants are OC(CC)C1C(CCC12CCN(CC2)C(=O)OC(C)(C)C)O (tert-Butyl 1-(1-hydroxyprop-1-yl)-2-hydroxy-8-azaspiro[4.5]decane-8-carboxylate), CC(=O)C.OS(=O)(=O)O.O=[Cr](=O)=O (Jones reagent). Procedure details: To a solution of tert-butyl 1-(1-hydroxyprop-1-yl)-2-hydroxy-8-azaspiro[4.5]decane-8-carboxylate (0.050 g, 0.16 mmol) from Step E in acetone (2 mL) at 0° C. was added 2.6M Jones reagent (0.122 mL, 0.32 mmol). The reaction was stirred at room temperature for 10 min and was then quenched with isopropanol. The mixture was diluted with water and extracted three times with methylene chloride. The combined organic layers were washed with brine, dried over sodium sulfate, filtered, and concentrated. Th... Isolated yield 66.7%. Run at time 10 minute. The reactants are ClC(Cl)Cl, [N-]=[N+]=[N-], [Na+], CN(C)C=O, Cc1ccc(S(=O)(=O)OCC2CN(c3ccc4c(=O)n5c(nc4c3)C(=O)c3cc(F)ccc3-5)CO2)cc1. Product: [N-]=[N+]=NCC1CN(c2ccc3c(=O)n4c(nc3c2)C(=O)c2cc(F)ccc2-4)CO1. RXN SMILES: [Cl:42][CH:43]([Cl:44])[Cl:45].[N-:39]=[N+:40]=[N-:41].[Na+:38].[O:46]=[CH:47][N:48]([CH3:49])[CH3:50].[S:1]([O:2][CH2:12][CH:13]1[CH2:14][N:15]([c:18]2[cH:19][cH:20][c:21]3[c:22](=[O:37])[n:23]4[c:24]([n:25][c:26]3[cH:27]2)[C:28](=[O:36])[c:29]2[cH:30][c:31]([F:35])[cH:32][cH:33][c:34]2-4)[CH2:16][O:17]1)([c:3]1[cH:4][cH:5][c:6]([CH3:7])[cH:8][cH:9]1)(=[O:10])=[O:11]>>[CH2:12]([CH:13]1[CH2:14][N:15]([c:18]2[cH:19][cH:20][c:21]3[c:22](=[O:37])[n:23]4[c:24]([n:25][c:26]3[cH:27]2)[C:28](=[O:36])[c:29]2[cH:30][c:31]([F:35])[cH:32][cH:33][c:34]2-4)[CH2:16][O:17]1)[N:39]=[N+:40]=[N-:41]. Reactants: N#CCCCBr, O=C([O-])[O-], Cc1csc2c(C3CCNCC3)noc12, CC#N, Cl, [I-], [K+], [K+], [K+], O. Yields the product Cc1csc2c(C3CCN(CCCC#N)CC3)noc12. As a reaction SMILES: [Br:9][CH2:10][CH2:11][CH2:12][C:13]#[N:14].[C:1](=[O:2])([O-:3])[O-:4].[CH3:16][c:17]1[cH:18][s:19][c:20]2[c:21]([CH:25]3[CH2:26][CH2:27][NH:28][CH2:29][CH2:30]3)[n:22][o:23][c:24]12.[CH3:31][C:32]#[N:33].[ClH:15].[I-:8].[K+:5].[K+:6].[K+:7].[OH2:34]>>[CH2:10]([CH2:11][CH2:12][C:13]#[N:14])[N:28]1[CH2:27][CH2:26][CH:25]([c:21]2[c:20]3[s:19][cH:18][c:17]([CH3:16])[c:24]3[o:23][n:22]2)[CH2:30][CH2:29]1. The reactants are O=C(O)c1ccc(F)cc1Br, CN(C)C=O, O=C(Cl)C(=O)Cl, ClCCl. The product is O=C(Cl)c1ccc(F)cc1Br. RXN SMILES: [Br:1][c:2]1[c:3]([C:4](=[O:5])[OH:6])[cH:7][cH:8][c:9]([F:11])[cH:10]1.[CH3:12][N:13]([CH3:14])[CH:15]=[O:16].[Cl:17][C:18]([C:19]([Cl:20])=[O:21])=[O:22].[Cl:23][CH2:24][Cl:25]>>[Br:1][c:2]1[c:3]([C:4](=[O:5])[Cl:17])[cH:7][cH:8][c:9]([F:11])[cH:10]1. Starting materials: C(C)(C)(C)OC(=O)N1CCC2=C(CC1)C(=C(C=C2)Cl)SC(N(C)C)=O (3-tert-butoxycarbonyl-7-chloro-6-dimethylcarbamoylthio-2,3,4,5-tetrahydro-1H-benzo[d]azepine), BrC(C)C1=C(C#N)C=CC=C1 ((±)-2-(1-bromoethyl)benzonitrile). The product is Cl.ClC1=C(C2=C(CCNCC2)C=C1)SC(C)C1=C(C=CC=C1)C#N ((±)-7-Chloro-6-[1-(2-cyanophenyl)-ethylthio]-2,3,4,5-tetrahydro-1H-benzo[d]azepine Hydrochloride). Reaction SMILES: C(OC([N:8]1[CH2:14][CH2:13][C:12]2[C:15]([S:20]C(=O)N(C)C)=[C:16]([Cl:19])[CH:17]=[CH:18][C:11]=2[CH2:10][CH2:9]1)=O)(C)(C)C.Br[CH:27]([C:29]1[CH:36]=[CH:35][CH:34]=[CH:33][C:30]=1[C:31]#[N:32])[CH3:28]>>[ClH:19].[Cl:19][C:16]1[CH:17]=[CH:18][C:11]2[CH2:10][CH2:9][NH:8][CH2:14][CH2:13][C:12]=2[C:15]=1[S:20][CH:27]([C:29]1[CH:36]=[CH:35][CH:34]=[CH:33][C:30]=1[C:31]#[N:32])[CH3:28] |f:2.3|. Procedure details: Use a method similar to the Preparation 177, using 3-tert-butoxycarbonyl-7-chloro-6-dimethylcarbamoylthio-2,3,4,5-tetrahydro-1H-benzo[d]azepine and (±)-2-(1-bromoethyl)benzonitrile to give, after deprotection by the General Procedure 1-4, the title compound as a white solid. MS (APCI+) m/z: 343 (M+H)+.